From a dataset of the Open Reaction Database (ORD), a public repository of structured organic reaction records. describe an organic reaction: reactants, conditions, products, and yield Starting materials: FC1=CC=C(C=C1)C#CCCC#C (1-fluoro-4-(hexa-1,5-diynyl)benzene), IC1=NC=CC=C1 (2-iodopyridine). The reagents and catalysts are [Cu](I)I (copper iodide), Cl[Pd]([P](C1=CC=CC=C1)(C2=CC=CC=C2)C3=CC=CC=C3)([P](C4=CC=CC=C4)(C5=CC=CC=C5)C6=CC=CC=C6)Cl (Pd(PPh3)2Cl2). Solvent: C(C)N(CC)CC (triethylamine), C(C)N(CC)CC (triethylamine). Yields the product FC1=CC=C(C=C1)C#CCCC#CC1=NC=CC=C1 (2-(6-(4-fluorophenyl)hexa-1,5-diynyl)pyridine). Yield: 29.1%. Reaction SMILES: I[C:2]1[CH:7]=[CH:6][CH:5]=[CH:4][N:3]=1.[F:8][C:9]1[CH:14]=[CH:13][C:12]([C:15]#[C:16][CH2:17][CH2:18][C:19]#[CH:20])=[CH:11][CH:10]=1>C(N(CC)CC)C.[Cu](I)I.Cl[Pd](Cl)([P](C1C=CC=CC=1)(C1C=CC=CC=1)C1C=CC=CC=1)[P](C1C=CC=CC=1)(C1C=CC=CC=1)C1C=CC=CC=1>[F:8][C:9]1[CH:14]=[CH:13][C:12]([C:15]#[C:16][CH2:17][CH2:18][C:19]#[C:20][C:2]2[CH:7]=[CH:6][CH:5]=[CH:4][N:3]=2)=[CH:11][CH:10]=1 |^1:33,52|. Procedure details: In a dry reaction tube containing in suspension copper iodide (11 mg, 0.06 mmol) and triethylamine (3.4 mL), were added 2-iodopyridine (246 mg, 1.2 mmol) and Pd(PPh3)2Cl2 (42 mg, 0.06 mmol) under N2. A yellow suspension was obtained after 5 min of stirring at room temperature. A solution of 1-fluoro-4-(hexa-1,5-diynyl)benzene (210 mg, 1.2 mmol) in triethylamine (0.5 mL) was then added under N2. Immediately the color of the reaction turns to black. The mixture was stirred at room temperature for ... Reactants: CC(=O)O, CCCCCCCCCCCCCCCCNc1ccc(C=O)cc1, CCO, Cl, NO, O. Product: CCCCCCCCCCCCCCCCNc1ccc(C=NO)cc1. As a reaction SMILES: [C:30]([OH:31])(=[O:32])[CH3:33].[CH2:1]([CH2:2][CH2:3][CH2:4][CH2:5][CH2:6][CH2:7][CH2:8][CH2:9][CH2:10][CH2:11][CH2:12][CH2:13][CH2:14][CH2:15][CH3:16])[NH:17][c:18]1[cH:19][cH:20][c:21]([CH:22]=[O:23])[cH:24][cH:25]1.[CH2:34]([OH:35])[CH3:36].[ClH:27].[NH2:28][OH:29].[OH2:26]>>[CH2:1]([CH2:2][CH2:3][CH2:4][CH2:5][CH2:6][CH2:7][CH2:8][CH2:9][CH2:10][CH2:11][CH2:12][CH2:13][CH2:14][CH2:15][CH3:16])[NH:17][c:18]1[cH:19][cH:20][c:21]([CH:22]=[N:28][OH:26])[cH:24][cH:25]1. Starting materials: C([O-])([O-])=O.[Na+].[Na+] (sodium carbonate), FC(C=1C=C(C=CC1)B(O)O)(F)F (3-(trifluoromethyl)benzeneboronic acid), NS(=O)(=O)C1=CC=C(C=C1)C1=C(C(C(O1)(C)C)=O)I (5-{4-(aminosulfonyl)phenyl}-2,2-dimethyl-4-iodo-3(2H)-furanone). The reagents and catalysts are C=1C=CC(=CC1)[P](C=2C=CC=CC2)(C=3C=CC=CC3)[Pd]([P](C=4C=CC=CC4)(C=5C=CC=CC5)C=6C=CC=CC6)([P](C=7C=CC=CC7)(C=8C=CC=CC8)C=9C=CC=CC9)[P](C=1C=CC=CC1)(C=1C=CC=CC1)C=1C=CC=CC1 (tetrakis(triphenylphosphine)palladium(0)). Run in C(C)O (ethanol), C1(=CC=CC=C1)C (toluene). Conditions: temperature 95 celsius, time 24 hour. Product: NS(=O)(=O)C1=CC=C(C=C1)C1=C(C(C(O1)(C)C)=O)C1=CC(=CC=C1)C(F)(F)F (5-{4-(aminosulfonyl)phenyl}2,2-dimethyl-4-{3-(trifluoromethyl)phenyl}-3(2H)-furanone). Yield: 33.5%. RXN SMILES: [NH2:1][S:2]([C:5]1[CH:10]=[CH:9][C:8]([C:11]2[O:15][C:14]([CH3:17])([CH3:16])[C:13](=[O:18])[C:12]=2I)=[CH:7][CH:6]=1)(=[O:4])=[O:3].C(=O)([O-])[O-].[Na+].[Na+].[F:26][C:27]([F:38])([F:37])[C:28]1[CH:29]=[C:30](B(O)O)[CH:31]=[CH:32][CH:33]=1>C1(C)C=CC=CC=1.C(O)C.C1C=CC([P]([Pd]([P](C2C=CC=CC=2)(C2C=CC=CC=2)C2C=CC=CC=2)([P](C2C=CC=CC=2)(C2C=CC=CC=2)C2C=CC=CC=2)[P](C2C=CC=CC=2)(C2C=CC=CC=2)C2C=CC=CC=2)(C2C=CC=CC=2)C2C=CC=CC=2)=CC=1>[NH2:1][S:2]([C:5]1[CH:10]=[CH:9][C:8]([C:11]2[O:15][C:14]([CH3:17])([CH3:16])[C:13](=[O:18])[C:12]=2[C:32]2[CH:31]=[CH:30][CH:29]=[C:28]([C:27]([F:38])([F:37])[F:26])[CH:33]=2)=[CH:7][CH:6]=1)(=[O:4])=[O:3] |f:1.2.3,^1:52,54,73,92|. Procedure: To a stirred solution of 100 mg of 5-{4-(aminosulfonyl)phenyl}-2,2-dimethyl-4-iodo-3(2H)-furanone dissolved in 15 ml toluene and 5 ml ethanol, were added 30 mg of tetrakis(triphenylphosphine)palladium(0), 5 ml of 2 M aqueous sodium carbonate, and 100 mg of 3-(trifluoromethyl)benzeneboronic acid. Then the mixture was stirred at 95° C. for 24 hours. The reaction mixture was purified according to a procedure similar to Step 4 of Example 22 to yield 35 mg of 5-{4-(aminosulfonyl)phenyl}2,2-dimethyl-4... The reactants are OCC(C(=O)O)CCCCCCCCCCCCCC (α-hydroxymethylpalmitic acid). Reagents/catalysts: P(O)(O)(O)=O (phosphoric acid). The product is C(CCCCCCCCCCCCC)C(C(=O)O)=C (2-Tetradecylacrylic acid). The yield is 77.0%. As a reaction SMILES: O[CH2:2][CH:3]([CH2:7][CH2:8][CH2:9][CH2:10][CH2:11][CH2:12][CH2:13][CH2:14][CH2:15][CH2:16][CH2:17][CH2:18][CH2:19][CH3:20])[C:4]([OH:6])=[O:5]>P(=O)(O)(O)O>[CH2:7]([C:3](=[CH2:2])[C:4]([OH:6])=[O:5])[CH2:8][CH2:9][CH2:10][CH2:11][CH2:12][CH2:13][CH2:14][CH2:15][CH2:16][CH2:17][CH2:18][CH2:19][CH3:20]. Procedure: A 34.25 g sample of α-hydroxymethylpalmitic acid (0.119 mole) and 17 drops of phosphoric acid (85%) were placed in a distillation flask and the mixture heated to 245°-255° C. in an oil bath under vacuum. The product, 2-tetradecylacrylic acid, distilled over at 155°-160° C. at 0.10 mm Hg (24.80 g; 77% yield) and was crystallized from acetone, m.p. 53°-55° C. Reactants: CO.C(C)(=O)OCC (methanol ethyl acetate), COC=1C=C(C(=O)N2C[C@@](CC2)(CCOS(=O)(=O)C)C2=CC(=C(C=C2)Cl)Cl)C=C(C1OC)OC ((S)-1-(3,4,5-trimethoxybenzoyl)-3-(3,4-dichlorophenyl)-3-(2-methanesulfonyloxyethyl)pyrrolidine), CN1C(=NC2=C1C=CC=C2)NC2CCNCC2 ((1-methyl-1H-benzimidazol-2-yl)(piperidin-4-yl)amine), C(C)(C)N(C(C)C)CC (N,N-diisopropylethylamine). Solvent: C(C)(=O)OCC (ethyl acetate), C(C)#N (acetonitrile), C(C)(=O)OCC (ethyl acetate). Conditions: time 2 day. The product is COC=1C=C(C(=O)N2C[C@](CC2)(C2=CC(=C(C=C2)Cl)Cl)CCN2CCC(CC2)NC2=NC3=C(N2C)C=CC=C3)C=C(C1OC)OC ((R)-1-(3,4,5-trimethoxybenzoyl)-3-(2-(4-(1-methyl-1H-benzimidazol-2-yl-amino)piperidin-1-yl)ethyl)-3-(3,4-dichlorophenyl)pyrrolidine). RXN SMILES: [CH3:1][O:2][C:3]1[CH:4]=[C:5]([CH:28]=[C:29]([O:33][CH3:34])[C:30]=1[O:31][CH3:32])[C:6]([N:8]1[CH2:12][CH2:11][C@@:10]([C:20]2[CH:25]=[CH:24][C:23]([Cl:26])=[C:22]([Cl:27])[CH:21]=2)([CH2:13][CH2:14]OS(C)(=O)=O)[CH2:9]1)=[O:7].[CH3:35][N:36]1[C:40]2[CH:41]=[CH:42][CH:43]=[CH:44][C:39]=2[N:38]=[C:37]1[NH:45][CH:46]1[CH2:51][CH2:50][NH:49][CH2:48][CH2:47]1.C(N(CC)C(C)C)(C)C.CO.C(OCC)(=O)C>C(#N)C.C(OCC)(=O)C>[CH3:1][O:2][C:3]1[CH:4]=[C:5]([CH:28]=[C:29]([O:33][CH3:34])[C:30]=1[O:31][CH3:32])[C:6]([N:8]1[CH2:12][CH2:11][C@:10]([CH2:13][CH2:14][N:49]2[CH2:50][CH2:51][CH:46]([NH:45][C:37]3[N:36]([CH3:35])[C:40]4[CH:41]=[CH:42][CH:43]=[CH:44][C:39]=4[N:38]=3)[CH2:47][CH2:48]2)([C:20]2[CH:25]=[CH:24][C:23]([Cl:26])=[C:22]([Cl:27])[CH:21]=2)[CH2:9]1)=[O:7] |f:3.4|. Procedure: Combine (S)-1-(3,4,5-trimethoxybenzoyl)-3-(3,4-dichlorophenyl)-3-(2-methanesulfonyloxyethyl)pyrrolidine (0.34 g, 0.63 mmol) and (1-methyl-1H-benzimidazol-2-yl)(piperidin-4-yl)amine (0.24 g, 1.0 mmol), and N,N-diisopropylethylamine (0.26 mL, 2.4 mmol) in acetonitrile (25 mL). Heat to reflux. After 2 days, cool and dilute the reaction mixture with ethyl acetate. Extract twice with 1/1 brine/water, saturated aqueous sodium bicarbonate, and brine. Dry the organic layer over Na2SO4, filter, and conce...